From a dataset of the Open Reaction Database (ORD), a public repository of structured organic reaction records. describe an organic reaction: reactants, conditions, products, and yield The reactants are C1=CC(=CC(=C1)Cl)C(=O)OO (mCPBA), FC1=CC=C(C=C1)C=1N(C=2C(=NC(=CC2)N2CCN(CC2)C(=O)OC(C)(C)C)N1)C1=NC(=NC=C1)SC (2-(4-Fluorophenyl)-1-(2-methylthio-4-pyrimidinyl)-5-(4-tert.butoxycarbonyl-1-piperazinyl)imidazo[4,5-b]pyridine), C1(=CC=CC=C1)[C@H](C)N (1-(S)-phenylethylamine). The solvent is C(Cl)Cl.CC(=O)O (CH2Cl2 HOAc). Run at temperature 120 celsius, time 15 minute. Product: FC1=CC=C(C=C1)C=1N(C=2C(=NC(=CC2)N2CCN(CC2)C(=O)OC(C)(C)C)N1)C1=NC(=NC=C1)N[C@@H](C)C1=CC=CC=C1 (2-(4-Fluorophenyl)-1-(2-(1-(S)-phenylethyl)amino-4-pyrimidinyl)-5-(4-tert.butoxycarbonyl-1-piperazinyl)imidazo[4,5-b]pyridine). Isolated yield 35.0%. RXN SMILES: [F:1][C:2]1[CH:7]=[CH:6][C:5]([C:8]2[N:9]([C:30]3[CH:35]=[CH:34][N:33]=[C:32](SC)[N:31]=3)[C:10]3[C:11]([N:29]=2)=[N:12][C:13]([N:16]2[CH2:21][CH2:20][N:19]([C:22]([O:24][C:25]([CH3:28])([CH3:27])[CH3:26])=[O:23])[CH2:18][CH2:17]2)=[CH:14][CH:15]=3)=[CH:4][CH:3]=1.C1C=C(Cl)C=C(C(OO)=O)C=1.[C:49]1([C@@H:55]([NH2:57])[CH3:56])[CH:54]=[CH:53][CH:52]=[CH:51][CH:50]=1>C(Cl)Cl.CC(O)=O>[F:1][C:2]1[CH:7]=[CH:6][C:5]([C:8]2[N:9]([C:30]3[CH:35]=[CH:34][N:33]=[C:32]([NH:57][C@H:55]([C:49]4[CH:54]=[CH:53][CH:52]=[CH:51][CH:50]=4)[CH3:56])[N:31]=3)[C:10]3[C:11]([N:29]=2)=[N:12][C:13]([N:16]2[CH2:21][CH2:20][N:19]([C:22]([O:24][C:25]([CH3:28])([CH3:27])[CH3:26])=[O:23])[CH2:18][CH2:17]2)=[CH:14][CH:15]=3)=[CH:4][CH:3]=1 |f:3.4|. Reported procedure: 2-(4-Fluorophenyl)-1-(2-methylthio-4-pyrimidinyl)-5-(4-tert.butoxycarbonyl-1-piperazinyl)imidazo[4,5-b]pyridine (106 mg, 0.2 mmol) is dissolved in CH2Cl2/HOAc 1:1 (10 ml), combined with mCPBA (113 mg 70%, 0.24 mmol) and stirred for 15 min. The reaction mixture is poured on water and extracted with CH2Cl2 three times. The combined organic phases are dried over Na2SO4. filtered and evaporated to dryness to yield the crude sulfoxide (100 mg), which is dissolved in 1-(S)-phenylethylamine (0.2 ml) an... The reactants are C(C1=CC=CC=C1)(=O)C=1OC2=C(C1C1=CC=C(C=C1)C1=CC(=C(C=C1)O)[N+](=O)[O-])C=CC=C2 (4′-(2-benzoyl-benzofuran-3-yl)-3-nitro-biphenyl-4-ol), ClS(=O)(=O)C1=CC(=C(C(=O)O)C=C1)O (4-chlorosulfonyl-2-hydroxy-benzoic acid). The product is C(C1=CC=CC=C1)(=O)C=1OC2=C(C1C1=CC=C(C=C1)C1=CC(=C(C=C1)OS(=O)(=O)C1=CC(=C(C(=O)O)C=C1)O)[N+](=O)[O-])C=CC=C2 (4-[4′-(2-Benzoyl-benzofuran-3-yl)-3-nitro-biphenyl-4-yloxysulfonyl]-2-hydroxy-benzoic acid). As a reaction SMILES: [C:1]([C:9]1[O:10][C:11]2[CH:33]=[CH:32][CH:31]=[CH:30][C:12]=2[C:13]=1[C:14]1[CH:19]=[CH:18][C:17]([C:20]2[CH:25]=[CH:24][C:23]([OH:26])=[C:22]([N+:27]([O-:29])=[O:28])[CH:21]=2)=[CH:16][CH:15]=1)(=[O:8])[C:2]1[CH:7]=[CH:6][CH:5]=[CH:4][CH:3]=1.Cl[S:35]([C:38]1[CH:46]=[CH:45][C:41]([C:42]([OH:44])=[O:43])=[C:40]([OH:47])[CH:39]=1)(=[O:37])=[O:36]>>[C:1]([C:9]1[O:10][C:11]2[CH:33]=[CH:32][CH:31]=[CH:30][C:12]=2[C:13]=1[C:14]1[CH:19]=[CH:18][C:17]([C:20]2[CH:25]=[CH:24][C:23]([O:26][S:35]([C:38]3[CH:46]=[CH:45][C:41]([C:42]([OH:44])=[O:43])=[C:40]([OH:47])[CH:39]=3)(=[O:37])=[O:36])=[C:22]([N+:27]([O-:29])=[O:28])[CH:21]=2)=[CH:16][CH:15]=1)(=[O:8])[C:2]1[CH:3]=[CH:4][CH:5]=[CH:6][CH:7]=1. Procedure details: The title compound was prepared from 4′-(2-benzoyl-benzofuran-3-yl)-3-nitro-biphenyl-4-ol and 4-chlorosulfonyl-2-hydroxy-benzoic acid, in substantially the same manner, as described in Example 1 step g, and was obtained as a yellow solid, mp 105-107° C.; MS m/e 683 (M−H)+; Starting materials: C(=O)(C(F)(F)F)O (TFA), ester, ClC1=CC=C(C=C1)[C@@H](C)N ((R)-1-(4-chlorophenyl)ethanamine), NC1=NC=C(C=C1C=O)Br (2-amino-5-bromopyridine-3-carboxaldehyde), FC1=CC=C(C=C1)C(CCCCCC(=O)O)=O (7-(4-fluorophenyl)-7-oxoheptanoic acid), C(=O)(C(F)(F)F)OC(=O)C(F)(F)F.CC(C)(C)O (TFAA tBuOH), 6C. Yields the product title compound, ClC1=CC=C(C=C1)[C@@H](C)NC(=O)C=1C=C2C=C(C(=NC2=NC1)C1=CC=C(C=C1)F)CCCCC(=O)O (6-[[[1(R)-(4-chlorophenyl)ethyl]amino]carbonyl]-2-(4-fluorophenyl)-1,8-naphthyridine-3-pentanoic acid). RXN SMILES: [NH2:1][C:2]1[C:7]([CH:8]=O)=[CH:6]C(Br)=[CH:4][N:3]=1.[F:11][C:12]1[CH:17]=[CH:16][C:15]([C:18](=O)[CH2:19][CH2:20][CH2:21][CH2:22][CH2:23][C:24]([OH:26])=[O:25])=[CH:14][CH:13]=1.C(O[C:35]([C:37](F)(F)F)=[O:36])(C(F)(F)F)=O.CC(O)(C)C.[Cl:46][C:47]1[CH:52]=[CH:51][C:50]([C@H:53]([NH2:55])[CH3:54])=[CH:49][CH:48]=1.C(O)(C(F)(F)F)=O>>[Cl:46][C:47]1[CH:52]=[CH:51][C:50]([C@H:53]([NH:55][C:35]([C:37]2[CH:6]=[C:7]3[C:2](=[N:3][CH:4]=2)[N:1]=[C:18]([C:15]2[CH:16]=[CH:17][C:12]([F:11])=[CH:13][CH:14]=2)[C:19]([CH2:20][CH2:21][CH2:22][CH2:23][C:24]([OH:26])=[O:25])=[CH:8]3)=[O:36])[CH3:54])=[CH:49][CH:48]=1 |f:2.3|. Procedure details: In a manner similar to that described previously (Example 1), 2-amino-5-bromopyridine-3-carboxaldehyde was sequentially reacted with 7-(4-fluorophenyl)-7-oxoheptanoic acid and TFAA-tBuOH. The resulting ester 6B was converted to 6C, coupled with (R)-1-(4-chlorophenyl)ethanamine, and deprotected with TFA to provide the title compound, 6-[[[1(R)-(4-chlorophenyl)ethyl]amino]carbonyl]-2-(4-fluorophenyl)-1,8-naphthyridine-3-pentanoic acid, 6. LCMS (M+H)=506. Reactants: CCN(C(C)C)C(C)C, O=C(O)c1ccc(OCc2ccccc2)cc1, COC(=O)CN, ClCCl, Cl, CN(C)C=O, O, Clc1ncco1. The product is COC(=O)CNC(=O)c1ccc(OCc2ccccc2)cc1. RXN SMILES: [CH2:31]([N:32]([CH:33]([CH3:34])[CH3:35])[CH:36]([CH3:37])[CH3:38])[CH3:39].[CH2:7]([c:8]1[cH:9][cH:10][cH:11][cH:12][cH:13]1)[O:14][c:15]1[cH:16][cH:17][c:18]([C:19](=[O:20])[OH:21])[cH:22][cH:23]1.[CH3:25][O:26][C:27]([CH2:28][NH2:29])=[O:30].[Cl:41][CH2:42][Cl:43].[ClH:24].[O:44]=[CH:45][N:46]([CH3:47])[CH3:48].[OH2:40].[o:1]1[cH:2][cH:3][n:4][c:5]1[Cl:6]>>[CH2:7]([c:8]1[cH:9][cH:10][cH:11][cH:12][cH:13]1)[O:14][c:15]1[cH:16][cH:17][c:18]([C:19](=[O:21])[NH:29][CH2:28][C:27]([O:26][CH3:25])=[O:30])[cH:22][cH:23]1. Starting materials: O (water), FC1=C(C=CC(=C1)C(C(=O)OCC)(C)O)C1=CC=CC=C1 (ethyl 2-(2-fluoro-biphenyl-4-yl)-2-hydroxy-propionate), [H-].[Na+] (sodium hydride), ICC (iodoethane). Solvent: C(C)O (ethanol), CN(C=O)C (N,N-dimethylformamide). Run at time 1 hour. The product is C(C)OC(C(=O)OCC)(C)C1=CC(=C(C=C1)C1=CC=CC=C1)F (ethyl 2-ethoxy2-(2-fluoro-biphenyl-4-yl)-propionate). As a reaction SMILES: [F:1][C:2]1[CH:7]=[C:6]([C:8]([OH:15])([CH3:14])[C:9]([O:11][CH2:12][CH3:13])=[O:10])[CH:5]=[CH:4][C:3]=1[C:16]1[CH:21]=[CH:20][CH:19]=[CH:18][CH:17]=1.[H-].[Na+].I[CH2:25][CH3:26].O>CN(C)C=O.C(O)C>[CH2:25]([O:15][C:8]([C:6]1[CH:5]=[CH:4][C:3]([C:16]2[CH:17]=[CH:18][CH:19]=[CH:20][CH:21]=2)=[C:2]([F:1])[CH:7]=1)([CH3:14])[C:9]([O:11][CH2:12][CH3:13])=[O:10])[CH3:26] |f:1.2|. Procedure details: Under a nitrogen atmosphere, ethyl 2-(2-fluoro-biphenyl-4-yl)-2-hydroxy-propionate (Japanese Patent Unexamined Publication No. 52-105,144) (15.0 g) was dissolved in N,N-dimethylformamide (300 ml) and then sodium hydride (4.16 g, 60% oily) was added under ice-cooling, after which the resulting mixture was stirred for one hour. Subsequently, iodoethane (10.4 ml) was added and the resulting mixture was stirred for 12 hours. To the reaction mixture were added a small amount of water and ethanol, and... Reactants: COCCCOc1cc(CC(CC(NC(=O)OC(C)(C)C)C(CN2CCCNC2=O)O[Si](C)(C)C(C)(C)C)C(C)C)ccc1OC, CCCC[N+](CCCC)(CCCC)CCCC, [F-], C1CCOC1, O. The product is COCCCOc1cc(CC(CC(NC(=O)OC(C)(C)C)C(O)CN2CCCNC2=O)C(C)C)ccc1OC. Reaction SMILES: [C:1]([Si:2]([CH3:3])([CH3:4])[O:6][CH:7]([CH2:8][N:9]1[C:10](=[O:15])[NH:11][CH2:12][CH2:13][CH2:14]1)[CH:16]([CH2:17][CH:18]([CH:19]([CH3:20])[CH3:21])[CH2:22][c:23]1[cH:24][c:25]([O:31][CH2:32][CH2:33][CH2:34][O:35][CH3:36])[c:26]([O:29][CH3:30])[cH:27][cH:28]1)[NH:37][C:38]([O:39][C:40]([CH3:41])([CH3:42])[CH3:43])=[O:44])([CH3:5])([CH3:45])[CH3:46].[CH3:48][CH2:49][CH2:50][CH2:51][N+:52]([CH2:53][CH2:54][CH2:55][CH3:56])([CH2:57][CH2:58][CH2:59][CH3:60])[CH2:61][CH2:62][CH2:63][CH3:64].[F-:47].[O:66]1[CH2:67][CH2:68][CH2:69][CH2:70]1.[OH2:65]>>[OH:6][CH:7]([CH2:8][N:9]1[C:10](=[O:15])[NH:11][CH2:12][CH2:13][CH2:14]1)[CH:16]([CH2:17][CH:18]([CH:19]([CH3:20])[CH3:21])[CH2:22][c:23]1[cH:24][c:25]([O:31][CH2:32][CH2:33][CH2:34][O:35][CH3:36])[c:26]([O:29][CH3:30])[cH:27][cH:28]1)[NH:37][C:38]([O:39][C:40]([CH3:41])([CH3:42])[CH3:43])=[O:44]. The reactants are ClCCl, CCCCCCCC[PH](=O)CCCCCCCC, CN(C)C(=O)CCl, [Na+], [OH-]. The product is CCCCCCCCP(=O)(CCCCCCCC)CC(=O)N(C)C. Reaction SMILES: [CH2:28]([Cl:29])[Cl:30].[CH2:8]([CH2:9][CH2:10][CH2:11][CH2:12][CH2:13][CH2:14][CH3:15])[PH:16]([CH2:17][CH2:18][CH2:19][CH2:20][CH2:21][CH2:22][CH2:23][CH3:24])=[O:25].[CH3:1][N:2]([C:3]([CH2:4][Cl:5])=[O:6])[CH3:7].[Na+:27].[OH-:26]>>[CH3:1][N:2]([C:3]([CH2:4][P:16]([CH2:8][CH2:9][CH2:10][CH2:11][CH2:12][CH2:13][CH2:14][CH3:15])([CH2:17][CH2:18][CH2:19][CH2:20][CH2:21][CH2:22][CH2:23][CH3:24])=[O:25])=[O:6])[CH3:7].